This data is from the Open Reaction Database (ORD), a public repository of structured organic reaction records. The task is: describe an organic reaction: reactants, conditions, products, and yield Starting materials: CC1=CC=2C3=C(NC2C=C1)CCN(C3)CC(F)(F)F (8-methyl-2-(2,2,2-trifluoroethyl)-2,3,4,5-tetrahydro-1H-pyrido[4,3-b]indole), [H-].[Na+] (sodium hydride), CC1=CC=C(C=C1)S(=O)(=O)OCCC=1C=NC(=CC1)C (2-(6-methylpyridin-3-yl)ethyl 4-methylbenzenesulfonate). Run in CN(C)C=O (DMF). Yields the product CC1=CC=2C3=C(N(C2C=C1)CCC=1C=NC(=CC1)C)CCN(C3)CC(F)(F)F (8-methyl-5-(2-(6-methylpyridin-3-yl)ethyl)-2-(2,2,2-trifluoroethyl)-2,3,4,5-tetrahydro-1H-pyrido[4,3-b]indole). Reaction SMILES: [CH3:1][C:2]1[CH:10]=[CH:9][C:8]2[NH:7][C:6]3[CH2:11][CH2:12][N:13]([CH2:15][C:16]([F:19])([F:18])[F:17])[CH2:14][C:5]=3[C:4]=2[CH:3]=1.[H-].[Na+].CC1C=CC(S(O[CH2:33][CH2:34][C:35]2[CH:36]=[N:37][C:38]([CH3:41])=[CH:39][CH:40]=2)(=O)=O)=CC=1>CN(C=O)C>[CH3:1][C:2]1[CH:10]=[CH:9][C:8]2[N:7]([CH2:33][CH2:34][C:35]3[CH:36]=[N:37][C:38]([CH3:41])=[CH:39][CH:40]=3)[C:6]3[CH2:11][CH2:12][N:13]([CH2:15][C:16]([F:17])([F:19])[F:18])[CH2:14][C:5]=3[C:4]=2[CH:3]=1 |f:1.2|. Procedure: To a solution of 8-methyl-2-(2,2,2-trifluoroethyl)-2,3,4,5-tetrahydro-1H-pyrido[4,3-b]indole (100 mg, 0.372 mmol) in DMF (2 mL) were added sodium hydride (50 mg, 1.11 mmol) and 2-(6-methylpyridin-3-yl)ethyl 4-methylbenzenesulfonate (271.3 mg, 0.932 mmol). The reaction mixture was irradiated in a microwave reactor at 90° C. for 1 h. The reaction mixture was cooled to RT, quenched with water and extracted with EtOAc (3×10 mL). The organic layer was washed with water (2×10 mL), dried over anhydrous... As a reaction SMILES: [CH3:11][C:12](=[O:13])[OH:14].[OH:1][OH:2].[n:3]1[c:4]([CH3:10])[cH:5][cH:6][c:7]([CH3:9])[cH:8]1>>[O-:1][n+:3]1[c:4]([CH3:10])[cH:5][cH:6][c:7]([CH3:9])[cH:8]1. Starting materials: CC(=O)O, OO, Cc1ccc(C)nc1. The product is Cc1ccc(C)[n+]([O-])c1. Starting materials: CC(=O)OC1NC(=O)C1C(CO[SiH](C)C)C(C)(C)C, OC(=S)c1cccnc1, CCOC(C)=O, [Cl-], [Cl-], [Na], C1COCCO1, O, [Zn+2]. Yields the product C[SiH](C)OCC(C1C(=O)NC1SC(=O)c1cccnc1)C(C)(C)C. RXN SMILES: [C:1]([O:2][CH:5]1[CH:6]([CH:10]([CH2:11][O:12][SiH:13]([CH3:14])[CH3:15])[C:16]([CH3:17])([CH3:18])[CH3:19])[C:7](=[O:9])[NH:8]1)(=[O:3])[CH3:4].[C:21]([c:22]1[cH:23][n:24][cH:25][cH:26][cH:27]1)(=[S:28])[OH:29].[CH3:36][CH2:37][O:38][C:39](=[O:40])[CH3:41].[Cl-:43].[Cl-:45].[Na:20].[O:30]1[CH2:31][CH2:32][O:33][CH2:34][CH2:35]1.[OH2:42].[Zn+2:44]>>[CH:5]1([S:28][C:21]([c:22]2[cH:23][n:24][cH:25][cH:26][cH:27]2)=[O:29])[CH:6]([CH:10]([CH2:11][O:12][SiH:13]([CH3:14])[CH3:15])[C:16]([CH3:17])([CH3:18])[CH3:19])[C:7](=[O:9])[NH:8]1. Reactants: Cc1ccc(Oc2ccc(N)cc2C)cn1, CN1CCCC1=O, CCn1ccc2ncnc(Cl)c21. Yields the product CCn1ccc2ncnc(Nc3ccc(Oc4ccc(C)nc4)c(C)c3)c21. RXN SMILES: [CH3:13][c:14]1[cH:15][c:16]([NH2:17])[cH:18][cH:19][c:20]1[O:21][c:22]1[cH:23][n:24][c:25]([CH3:28])[cH:26][cH:27]1.[CH3:29][N:30]1[CH2:31][CH2:32][CH2:33][C:34]1=[O:35].[Cl:1][c:2]1[c:3]2[c:4]([n:5][cH:6][n:7]1)[cH:8][cH:9][n:10]2[CH2:11][CH3:12]>>[c:2]1([NH:17][c:16]2[cH:15][c:14]([CH3:13])[c:20]([O:21][c:22]3[cH:23][n:24][c:25]([CH3:28])[cH:26][cH:27]3)[cH:19][cH:18]2)[c:3]2[c:4]([n:5][cH:6][n:7]1)[cH:8][cH:9][n:10]2[CH2:11][CH3:12]. Starting materials: O (water), BrCCCBr (1,3-dibromopropane), [F-].[K+] (potassium fluoride), BrC1=C(C(O)=C(C=C1)OC)O (3-bromo-6-methoxycatechol). Run in CN(C)C=O (DMF). Reaction conditions: temperature 110 celsius, time 12 hour. Product: BrC1=CC=C(C=2OCCCOC21)OC (6-bromo-3,4-dihydro-9-methoxy-2H-1,5-benzodioxepin). Reaction SMILES: [Br:1][C:2]1[CH:8]=[CH:7][C:6]([O:9][CH3:10])=[C:4]([OH:5])[C:3]=1[OH:11].Br[CH2:13][CH2:14][CH2:15]Br.[F-].[K+].O>CN(C=O)C>[Br:1][C:2]1[C:3]2[O:11][CH2:15][CH2:14][CH2:13][O:5][C:4]=2[C:6]([O:9][CH3:10])=[CH:7][CH:8]=1 |f:2.3|. Reported procedure: 3-bromo-6-methoxycatechol (31 g) was dissolved in DMF (50 ml), mixed with 1,3-dibromopropane (36 ml) and potassium fluoride (42 g), stirred for 12 hours while heating at 110° C. The resultant was allowed to stand for cooling, mixed with water, and extracted with ether. The organic layer was washed with an aqueous sodium hydroxide solution, water, and a saturated aqueous sodium chloride solution in that order, dried over manganese sulfate, and evaporated under reduced pressure for removing the so... Starting materials: I(=O)(=O)Cl.I(=O)(=O)Cl.C(C1=CC=CC=C1)[N+](C)(C)C (benzyl trimethylammonium dichloroiodate), NC1=CC(=C(C(=O)OC)C=C1)Cl (methyl 4-amino-2-chloro-benzoate), C([O-])([O-])=O.[Ca+2] (calcium carbonate), I(=O)(=O)Cl.I(=O)(=O)Cl.C(C1=CC=CC=C1)[N+](C)(C)C (benzyl trimethylammonium dichloroiodate). Solvent: ClCCl (dichloromethane), CO (methanol). Conditions: time 18 hour. Yields the product NC1=CC(=C(C(=O)OC)C=C1I)Cl (methyl 4-amino-2-chloro-5-iodo-benzoate). Reaction SMILES: [NH2:1][C:2]1[CH:11]=[CH:10][C:5]([C:6]([O:8][CH3:9])=[O:7])=[C:4]([Cl:12])[CH:3]=1.C(=O)([O-])[O-].[Ca+2].[I:18](Cl)(=O)=O.I(Cl)(=O)=O.C([N+](C)(C)C)C1C=CC=CC=1>ClCCl.CO>[NH2:1][C:2]1[C:11]([I:18])=[CH:10][C:5]([C:6]([O:8][CH3:9])=[O:7])=[C:4]([Cl:12])[CH:3]=1 |f:1.2,3.4.5|. Reported procedure: A solution of methyl 4-amino-2-chloro-benzoate (1.14 g, 6.16 mmol) in dichloromethane (30 mL) and methanol (15 mL) was treated sequentially with calcium carbonate (1.85 g, 18.5 mmol) and benzyl trimethylammonium dichloroiodate (3.22 g, 9.24 mmol), stirred for 18 hours, treated with additional benzyl trimethylammonium dichloroiodate (2 g, 5.75 mmol), stirred for 3 days, filtered into a separatory funnel, washed with saturated NaHSO3, dried (MgSO4), filtered, and concentrated. The concentrate was ... The reactants are C(C)(C)OC(=O)N1CCC(CC1)OC1=C2C(=NC=N1)N(N=C2)C2=C(C=C(C=C2)I)C (4-[1-(4-Iodo-2-methyl-phenyl)-1H-pyrazolo[3,4-d]pyrimidin-4-yloxy]-piperidine-1-carboxylic acid isopropyl ester), C(CC)N (propyl amine), N1[C@H](C(=O)O)CCC1 (proline), C([O-])([O-])=O.[K+].[K+] (potassium carbonate), solid, C24H32N6O3. Reagents/catalysts: [Cu](I)I (copper iodide). Solvent: CS(=O)C (DMSO). Conditions: temperature 100 celsius, time 30 minute. Yields the product C(C)(C)OC(=O)N1CCC(CC1)OC1=C2C(=NC=N1)N(N=C2)C2=C(C=C(C=C2)NCCC)C (4-[1-(2-Methyl-4-propylamino-phenyl)-1H-pyrazolo[3,4-d]pyrimidin-4-yloxy]-piperidine-1-carboxylic acid isopropyl ester). As a reaction SMILES: [CH:1]([O:4][C:5]([N:7]1[CH2:12][CH2:11][CH:10]([O:13][C:14]2[N:19]=[CH:18][N:17]=[C:16]3[N:20]([C:23]4[CH:28]=[CH:27][C:26](I)=[CH:25][C:24]=4[CH3:30])[N:21]=[CH:22][C:15]=23)[CH2:9][CH2:8]1)=[O:6])([CH3:3])[CH3:2].[CH2:31]([NH2:34])[CH2:32][CH3:33].N1CCC[C@H]1C(O)=O.C(=O)([O-])[O-].[K+].[K+]>CS(C)=O.[Cu](I)I>[CH:1]([O:4][C:5]([N:7]1[CH2:12][CH2:11][CH:10]([O:13][C:14]2[N:19]=[CH:18][N:17]=[C:16]3[N:20]([C:23]4[CH:28]=[CH:27][C:26]([NH:34][CH2:31][CH2:32][CH3:33])=[CH:25][C:24]=4[CH3:30])[N:21]=[CH:22][C:15]=23)[CH2:9][CH2:8]1)=[O:6])([CH3:3])[CH3:2] |f:3.4.5|. Procedure details: 4-[1-(4-Iodo-2-methyl-phenyl)-1H-pyrazolo[3,4-d]pyrimidin-4-yloxy]-piperidine-1-carboxylic acid isopropyl ester (78 mg, 0.15 mmol), propyl amine (0.75 mmole, 5 eq), proline (0.27 mole, 1.8 eq), copper iodide (0.15 mmole, 1 eq), and potassium carbonate (0.15 mmole, 1 eq) were dissolved in DMSO (2 mL) and then stirred at 100° C. for 30 mins in microwave. The crude was purified through Prep-TLC (Hexane:Ethyl Acetate=1:1, Rf=0.7) to provid compound A215 as white solid (36 mg, 53%). 1H NMR 400 MHz CD...